Dataset: the Open Reaction Database (ORD), a public repository of structured organic reaction records. Task: describe an organic reaction: reactants, conditions, products, and yield The reactants are CC(Br)CBr, CC(C)[Mg+], [Cl-], OCCCCl, N#CC1(c2ccc(Cl)cc2)CCC1, CC(C)Cl, [Mg], C1CCOC1. Yields the product NC(CCCO)C1(c2ccc(Cl)cc2)CCC1. Reaction SMILES: [Br:16][CH2:17][CH:18]([Br:19])[CH3:20].[CH:2]([Mg+:3])([CH3:4])[CH3:5].[Cl-:1].[Cl:11][CH2:12][CH2:13][CH2:14][OH:15].[Cl:21][c:22]1[cH:23][cH:24][c:25]([C:28]2([C:32]#[N:33])[CH2:29][CH2:30][CH2:31]2)[cH:26][cH:27]1.[Cl:7][CH:8]([CH3:9])[CH3:10].[Mg:6].[O:34]1[CH2:35][CH2:36][CH2:37][CH2:38]1>>[CH2:12]([CH2:13][CH2:14][OH:15])[CH:32]([C:28]1([c:25]2[cH:24][cH:23][c:22]([Cl:21])[cH:27][cH:26]2)[CH2:29][CH2:30][CH2:31]1)[NH2:33]. Starting materials: C1(CC1)NC(=O)C=1C=CC(=C(C1)C=1C=C2C=NN(C2=CC1)CC(=O)OC)C (Methyl (5-{5-[(cyclopropylamino)carbonyl]-2-methylphenyl}-1H-indazol-1-yl)acetate), COC1=CC=C(CN)C=C1 (4-methoxybenzylamine). Product: C1(CC1)NC(C1=CC(=C(C=C1)C)C=1C=C2C=NN(C2=CC1)CC(=O)NCC1=CC=C(C=C1)OC)=O (N-Cyclopropyl-4-methyl-3-{1-[2-({[4-(methyloxy)phenyl]methyl}amino)-2-oxoethyl]-1H-indazol-5-yl}benzamide). Reaction SMILES: [CH:1]1([NH:4][C:5]([C:7]2[CH:8]=[CH:9][C:10]([CH3:27])=[C:11]([C:13]3[CH:14]=[C:15]4[C:19](=[CH:20][CH:21]=3)[N:18]([CH2:22][C:23](OC)=[O:24])[N:17]=[CH:16]4)[CH:12]=2)=[O:6])[CH2:3][CH2:2]1.[CH3:28][O:29][C:30]1[CH:37]=[CH:36][C:33]([CH2:34][NH2:35])=[CH:32][CH:31]=1>>[CH:1]1([NH:4][C:5](=[O:6])[C:7]2[CH:8]=[CH:9][C:10]([CH3:27])=[C:11]([C:13]3[CH:21]=[C:20]4[C:19](=[CH:15][CH:14]=3)[N:18]([CH2:22][C:23]([NH:35][CH2:34][C:33]3[CH:36]=[CH:37][C:30]([O:29][CH3:28])=[CH:31][CH:32]=3)=[O:24])[N:17]=[CH:16]4)[CH:12]=2)[CH2:2][CH2:3]1. Procedure: Example 124 was prepared by General Method D using methyl (5-{5-[(cyclopropylamino)carbonyl]-2-methylphenyl}-1H-indazol-1-yl)acetate (Example 117) and 4-methoxybenzylamine to give the title compound (0.011 g).